From a dataset of the Open Reaction Database (ORD), a public repository of structured organic reaction records. describe an organic reaction: reactants, conditions, products, and yield Reactants: CCO, CC(=O)O, COc1cc([N+](=O)[O-])ccc1-n1cnc(Cl)c1, [Fe], [Na+], [OH-]. The product is COc1cc(N)ccc1-n1cnc(Cl)c1. RXN SMILES: [CH3:18][CH2:19][OH:20].[CH3:24][C:25](=[O:26])[OH:27].[Cl:1][c:2]1[n:3][cH:4][n:5](-[c:7]2[c:8]([O:16][CH3:17])[cH:9][c:10]([N+:13]([O-:14])=[O:15])[cH:11][cH:12]2)[cH:6]1.[Fe:23].[Na+:22].[OH-:21]>>[Cl:1][c:2]1[n:3][cH:4][n:5](-[c:7]2[c:8]([O:16][CH3:17])[cH:9][c:10]([NH2:13])[cH:11][cH:12]2)[cH:6]1. Starting materials: O (water), OC1=CC=C(C=C1)C1CC(NC(C1)(C)C)(C)C (4-(4'-hydroxyphenyl)-2,2,6,6-tetramethylpiperidine), [H][H] (hydrogen). The reagents and catalysts are [Ru] (ruthenium on carbon). Solvent: C(C)O (ethanol). The product is OC1CCC(CC1)C1CC(NC(C1)(C)C)(C)C (4-(4'-Hydroxycyclohexyl)-2,2,6,6-tetramethylpiperidine). As a reaction SMILES: [OH:1][C:2]1[CH:7]=[CH:6][C:5]([CH:8]2[CH2:13][C:12]([CH3:15])([CH3:14])[NH:11][C:10]([CH3:17])([CH3:16])[CH2:9]2)=[CH:4][CH:3]=1.O.[H][H]>C(O)C.[Ru]>[OH:1][CH:2]1[CH2:7][CH2:6][CH:5]([CH:8]2[CH2:9][C:10]([CH3:17])([CH3:16])[NH:11][C:12]([CH3:15])([CH3:14])[CH2:13]2)[CH2:4][CH2:3]1. Reported procedure: 10 parts of 4-(4'-hydroxyphenyl)-2,2,6,6-tetramethylpiperidine were dissolved in 150 parts of ethanol and treated with 30 parts of water, the mixture being warmed to maintain solution. The solution was then hydrogenated using 3 parts of ruthenium on carbon (5%) catalyst at 125° C and 100 atmospheres of hydrogen. The catalyst was separated and the solvent evaporated under reduced pressure. The residue was dissolved in chloroform, dried with magnesium sulphate and evaporated under reduced pressure... The reactants are [Br-], CC(C)(C)OC(=O)NCc1ccnc(C#N)c1, CC[Mg+], C1CCOC1, CC(C)[O-], CC(C)[O-], CC(C)[O-], CC(C)[O-], O, [Ti+4]. Yields the product CC(C)(C)OC(=O)NCc1ccnc(C2(N)CC2)c1. RXN SMILES: [Br-:18].[C:1]([CH3:2])([CH3:3])([CH3:4])[O:5][C:6]([NH:7][CH2:8][c:9]1[cH:10][c:11]([C:15]#[N:16])[n:12][cH:13][cH:14]1)=[O:17].[CH2:19]([CH3:20])[Mg+:21].[CH2:23]1[O:24][CH2:25][CH2:26][CH2:27]1.[CH3:28][CH:29]([CH3:30])[O-:31].[CH3:33][CH:34]([CH3:35])[O-:36].[CH3:37][CH:38]([CH3:39])[O-:40].[CH3:41][CH:42]([CH3:43])[O-:44].[OH2:22].[Ti+4:32]>>[C:1]([CH3:2])([CH3:3])([CH3:4])[O:5][C:6]([NH:7][CH2:8][c:9]1[cH:10][c:11]([C:15]2([NH2:16])[CH2:19][CH2:20]2)[n:12][cH:13][cH:14]1)=[O:17]. The reactants are Cl.Cl.Cl.CN1N=CC2=CC(=CC=C12)NC=1C2=C(N=CN1)NC(=C2)C=2CCNCC2 ((1-methyl-1H-indazol-5-yl)-[6-(1,2,3,6-tetrahydro-pyridin-4-yl)-7H-pyrrolo[2,3-d]pyrimidin-4-yl]-amine tris-hydrochloride), N1(CCCCC1)CCC(=O)O (1-piperidinepropanoic acid), ON1N=NC2=C1C=CC=C2 (1-hydroxybenzotriazole), N=C=N (carbodiimide), CCN(C(C)C)C(C)C (DiPEA). Run in CN(C)C=O (DMF). Conditions: time 13 hour. The product is CN1N=CC2=CC(=CC=C12)NC=1C2=C(N=CN1)NC(=C2)C=2CCN(CC2)C(CCN2CCCCC2)=O (1-{4-[4-(1-Methyl-1H-indazol-5-ylamino)-7H-pyrrolo[2,3-d]pyrimidin-6-yl]-3,6-dihydro-2H-pyridin-1-yl}-3-piperidin-1-yl-propan-1-one). RXN SMILES: Cl.Cl.Cl.[CH3:4][N:5]1[C:13]2[C:8](=[CH:9][C:10]([NH:14][C:15]3[C:16]4[CH:23]=[C:22]([C:24]5[CH2:25][CH2:26][NH:27][CH2:28][CH:29]=5)[NH:21][C:17]=4[N:18]=[CH:19][N:20]=3)=[CH:11][CH:12]=2)[CH:7]=[N:6]1.[N:30]1([CH2:36][CH2:37][C:38](O)=[O:39])[CH2:35][CH2:34][CH2:33][CH2:32][CH2:31]1.ON1C2C=CC=CC=2N=N1.N=C=N.CCN(C(C)C)C(C)C>CN(C=O)C>[CH3:4][N:5]1[C:13]2[C:8](=[CH:9][C:10]([NH:14][C:15]3[C:16]4[CH:23]=[C:22]([C:24]5[CH2:25][CH2:26][N:27]([C:38](=[O:39])[CH2:37][CH2:36][N:30]6[CH2:35][CH2:34][CH2:33][CH2:32][CH2:31]6)[CH2:28][CH:29]=5)[NH:21][C:17]=4[N:18]=[CH:19][N:20]=3)=[CH:11][CH:12]=2)[CH:7]=[N:6]1 |f:0.1.2.3|. Procedure: To a suspension of (1-methyl-1H-indazol-5-yl)-[6-(1,2,3,6-tetrahydro-pyridin-4-yl)-7H-pyrrolo[2,3-d]pyrimidin-4-yl]-amine tris-hydrochloride (155.3 mg, 0.3381 mmol, 1 eq), 1-piperidinepropanoic acid (150.1 mg, 0.9548 mmol, 2.8 eq), 1-hydroxybenzotriazole (HOBt) (46.7 mg, 0.346 mmol, 1 eq), and PS-carbodiimide (1.37 mmol/g loading; 1008.7 mg, 1.38 mmol, 4 eq) in anhydrous DMF (10 mL), DiPEA (290 μL, 1.7 mmol, 5 eq) was added and was shaken at rt for 13 h. The resin was filtered off and rinsed sev... Starting materials: CN(C)CC1NCCOC1 (3-dimethylaminomethylmorpholine), ClC=1C=C2C(CC(C2=CC1)C(=O)Cl)=O (5-chloro-3-oxoindan-1-carbonyl chloride). Run in C(C)N(CC)CC (triethylamine). The product is Cl.ClC=1C=C2C(CC(C2=CC1)C(=O)N1C(COCC1)CN(C)C)=O (4-(5-chloro-3-oxoindan-1-carbonyl)-3-(dimethylaminomethyl)morpholine hydrochloride). Isolated yield 122.7%. RXN SMILES: [CH3:1][N:2]([CH2:4][CH:5]1[CH2:10][O:9][CH2:8][CH2:7][NH:6]1)[CH3:3].[Cl:11][C:12]1[CH:13]=[C:14]2[C:18](=[CH:19][CH:20]=1)[CH:17]([C:21](Cl)=[O:22])[CH2:16][C:15]2=[O:24]>C(N(CC)CC)C>[ClH:11].[Cl:11][C:12]1[CH:13]=[C:14]2[C:18](=[CH:19][CH:20]=1)[CH:17]([C:21]([N:6]1[CH2:7][CH2:8][O:9][CH2:10][CH:5]1[CH2:4][N:2]([CH3:3])[CH3:1])=[O:22])[CH2:16][C:15]2=[O:24] |f:3.4|. Procedure details: The procedure described in Example 24 was repeated, but using 0.90 g of 3-dimethylaminomethylmorpholine, 2.3 ml of triethylamine and 1.03 g of 5-chloro-3-oxoindan-1-carbonyl chloride, to afford 1.03 g of the title compound, melting at 230°-240° C. RXN SMILES: [C:15](=[O:16])([O-:17])[O-:18].[CH3:27][C:28](=[O:29])[CH2:30][CH3:31].[CH3:33][CH2:34][O:35][C:36]([CH3:37])=[O:38].[Cl:21][C:22](=[O:23])[O:24][CH2:25][CH3:26].[K+:19].[K+:20].[OH2:32].[c:1]1([S:11](=[O:12])(=[O:13])[NH2:14])[cH:2][cH:3][cH:4][c:5]2[cH:6][cH:7][cH:8][cH:9][c:10]12>>[c:1]1([S:11](=[O:12])(=[O:13])[NH:14][C:22](=[O:23])[O:24][CH2:25][CH3:26])[cH:2][cH:3][cH:4][c:5]2[cH:6][cH:7][cH:8][cH:9][c:10]12. Yields the product CCOC(=O)NS(=O)(=O)c1cccc2ccccc12. Starting materials: O=C([O-])[O-], CCC(C)=O, CCOC(C)=O, CCOC(=O)Cl, [K+], [K+], O, NS(=O)(=O)c1cccc2ccccc12. Reactants: CC(=O)O, ClCC1CO1, Nc1ccccc1C(=O)c1cccs1. Product: O=C(c1cccs1)c1ccccc1NCC(O)CCl. RXN SMILES: [CH3:20][C:21](=[O:22])[OH:23].[Cl:15][CH2:16][CH:17]1[CH2:18][O:19]1.[NH2:1][c:2]1[c:3]([C:4](=[O:5])[c:6]2[s:7][cH:8][cH:9][cH:10]2)[cH:11][cH:12][cH:13][cH:14]1>>[NH:1]([c:2]1[c:3]([C:4](=[O:5])[c:6]2[s:7][cH:8][cH:9][cH:10]2)[cH:11][cH:12][cH:13][cH:14]1)[CH2:18][CH:17]([CH2:16][Cl:15])[OH:19]. Starting materials: C(C1=CC=CC=C1)OC1=C(C=C(C=C1)CCNC(C(=CO)C1=CC=C(C=C1)Cl)=O)OC (N-[2-(4-benzyloxy-3-methoxyphenyl)ethyl]-3-hydroxy-2-(4-chlorophenyl)acrylamide), [OH-].[K+] (potassium hydroxide), Cl (hydrochloric acid), ClC(F)F (chlorodifluoromethane). Reagents/catalysts: [Br-].C(CCC)[N+](CCCC)(CCCC)CCCC (tetrabutylammonium bromide). Run in COCCOC (ethylene glycol dimethyl ether). The product is C(C1=CC=CC=C1)OC1=C(C=C(C=C1)CCNC(C(=COC(F)F)C1=CC=C(C=C1)Cl)=O)OC (N-[2-(4-benzyloxy-3-methoxyphenyl)ethyl]-2-(4-chlorophenyl)-3-difluoromethoxyacrylamide). As a reaction SMILES: [CH2:1]([O:8][C:9]1[CH:14]=[CH:13][C:12]([CH2:15][CH2:16][NH:17][C:18](=[O:29])[C:19]([C:22]2[CH:27]=[CH:26][C:25]([Cl:28])=[CH:24][CH:23]=2)=[CH:20][OH:21])=[CH:11][C:10]=1[O:30][CH3:31])[C:2]1[CH:7]=[CH:6][CH:5]=[CH:4][CH:3]=1.[OH-].[K+].Cl[CH:35]([F:37])[F:36].Cl>[Br-].C([N+](CCCC)(CCCC)CCCC)CCC.COCCOC>[CH2:1]([O:8][C:9]1[CH:14]=[CH:13][C:12]([CH2:15][CH2:16][NH:17][C:18](=[O:29])[C:19]([C:22]2[CH:27]=[CH:26][C:25]([Cl:28])=[CH:24][CH:23]=2)=[CH:20][O:21][CH:35]([F:37])[F:36])=[CH:11][C:10]=1[O:30][CH3:31])[C:2]1[CH:3]=[CH:4][CH:5]=[CH:6][CH:7]=1 |f:1.2,5.6|. Reported procedure: 1.48 g (3.38 mmol) of N-[2-(4-benzyloxy-3-methoxyphenyl)ethyl]-3-hydroxy-2-(4-chlorophenyl)acrylamide, 4.3 g (8.46 mmol) of 10% aqueous potassium hydroxide solution, 220 mg (0.677 mmol) of tetrabutylammonium bromide and 15 ml of ethylene glycol dimethyl ether were mixed and chlorodifluoromethane gas was blown thereto at room temperature. After a sample was taken out from the reaction mixture and the disappearance of the starting material was confirmed by thin layer chromatography, 5% hydrochlori... RXN SMILES: [C:22]([CH3:23])([CH3:24])([CH3:25])[CH2:26][C:27](=[O:28])[Cl:29].[CH3:1][O:2][c:3]1[cH:4][c:5]2[cH:6][cH:7][c:8](-[c:13]3[o:14][c:15]4[c:16]([cH:17]3)[cH:18][cH:19][cH:20][cH:21]4)[cH:9][c:10]2[cH:11][cH:12]1.[CH:35]([Cl:36])([Cl:37])[Cl:38].[Sn:30]([Cl:31])([Cl:32])([Cl:33])[Cl:34]>>[CH3:1][O:2][c:3]1[cH:4][c:5]2[cH:6][cH:7][c:8](-[c:13]3[o:14][c:15]4[c:16]([c:17]3[C:27]([CH2:26][C:22]([CH3:23])([CH3:24])[CH3:25])=[O:28])[cH:18][cH:19][cH:20][cH:21]4)[cH:9][c:10]2[cH:11][cH:12]1. Yields the product COc1ccc2cc(-c3oc4ccccc4c3C(=O)CC(C)(C)C)ccc2c1. The reactants are CC(C)(C)CC(=O)Cl, COc1ccc2cc(-c3cc4ccccc4o3)ccc2c1, ClC(Cl)Cl, Cl[Sn](Cl)(Cl)Cl. Reactants: FC1=C(C(=O)OC)C=C(C=C1N1C(CCC1)=O)[N+](=O)[O-] (Methyl 2-fluoro-5-nitro-3-(2-oxo-1-pyrrolidinyl)benzoate). The reagents and catalysts are [Pd] (palladium on charcoal). Solvent: CCO (EtOH), O (H2O). Product: NC=1C=C(C(=C(C(=O)OC)C1)F)N1C(CCC1)=O (Methyl 5-amino-2-fluoro-3-(2-oxo-1-pyrrolidinyl)benzoate). Yield: 62.7%. Reaction SMILES: [F:1][C:2]1[C:11]([N:12]2[CH2:16][CH2:15][CH2:14][C:13]2=[O:17])=[CH:10][C:9]([N+:18]([O-])=O)=[CH:8][C:3]=1[C:4]([O:6][CH3:7])=[O:5]>CCO.O.[Pd]>[NH2:18][C:9]1[CH:10]=[C:11]([N:12]2[CH2:16][CH2:15][CH2:14][C:13]2=[O:17])[C:2]([F:1])=[C:3]([CH:8]=1)[C:4]([O:6][CH3:7])=[O:5]. Procedure: To a solution of methyl 2-fluoro-5-nitro-3-(2-oxo-1-pyrrolidinyl)benzoate (D140) (3.3 g, 11.7 mmol, 1 equiv) in EtOH (100 ml) and H2O (10 ml) were added NH4COOH (7.4 g, 117 mmol, 10 equiv) and 10% palladium on charcoal (50% wet, 660 mg, 10% w/w) and the resulting mixture was refluxed for 2 h then cooled to room temperature. The catalyst was removed by filtration through a pad of celite and most of the solvent removed in vacuo. The residue was partitioned between AcOEt and H2O and the two layers ...